From a dataset of the Open Reaction Database (ORD), a public repository of structured organic reaction records. describe an organic reaction: reactants, conditions, products, and yield Starting materials: O=C(NCc1ccc(Oc2cccc(Br)c2)s1)c1ccc2ncccc2c1, [C-]#N, [C-]#N, CCOC(C)=O, CN(C)C=O, O, [Zn+2], c1ccc(P(c2ccccc2)(c2ccccc2)[Pd](P(c2ccccc2)(c2ccccc2)c2ccccc2)(P(c2ccccc2)(c2ccccc2)c2ccccc2)P(c2ccccc2)(c2ccccc2)c2ccccc2)cc1. Product: N#Cc1cccc(Oc2ccc(CNC(=O)c3ccc4ncccc4c3)s2)c1. As a reaction SMILES: [Br:1][c:2]1[cH:3][c:4]([O:5][c:6]2[cH:7][cH:8][c:9]([CH2:11][NH:12][C:13](=[O:14])[c:15]3[cH:16][c:17]4[cH:18][cH:19][cH:20][n:21][c:22]4[cH:23][cH:24]3)[s:10]2)[cH:25][cH:26][cH:27]1.[C-:40]#[N:41].[C-:43]#[N:44].[CH3:28][CH2:29][O:30][C:31](=[O:32])[CH3:33].[CH3:35][N:36]([CH3:37])[CH:38]=[O:39].[OH2:34].[Zn+2:42].[cH:45]1[cH:46][cH:47][c:48]([P:49]([Pd:50]([P:51]([c:52]2[cH:53][cH:54][cH:55][cH:56][cH:57]2)([c:58]2[cH:59][cH:60][cH:61][cH:62][cH:63]2)[c:64]2[cH:65][cH:66][cH:67][cH:68][cH:69]2)([P:70]([c:71]2[cH:72][cH:73][cH:74][cH:75][cH:76]2)([c:77]2[cH:78][cH:79][cH:80][cH:81][cH:82]2)[c:83]2[cH:84][cH:85][cH:86][cH:87][cH:88]2)[P:89]([c:90]2[cH:91][cH:92][cH:93][cH:94][cH:95]2)([c:96]2[cH:97][cH:98][cH:99][cH:100][cH:101]2)[c:102]2[cH:103][cH:104][cH:105][cH:106][cH:107]2)([c:108]2[cH:109][cH:110][cH:111][cH:112][cH:113]2)[c:114]2[cH:115][cH:116][cH:117][cH:118][cH:119]2)[cH:120][cH:121]1>>[c:2]1([C:35]#[N:36])[cH:3][c:4]([O:5][c:6]2[cH:7][cH:8][c:9]([CH2:11][NH:12][C:13](=[O:14])[c:15]3[cH:16][c:17]4[cH:18][cH:19][cH:20][n:21][c:22]4[cH:23][cH:24]3)[s:10]2)[cH:25][cH:26][cH:27]1. The reactants are COC(=O)c1ccc(I)c(OCCN(C)C)c1, CO, [Na+], [OH-]. The product is CN(C)CCOc1cc(C(=O)O)ccc1I. RXN SMILES: [CH3:1][N:2]([CH3:3])[CH2:4][CH2:5][O:6][c:7]1[cH:8][c:9]([C:10](=[O:11])[O:12][CH3:13])[cH:14][cH:15][c:16]1[I:17].[CH3:20][OH:21].[Na+:19].[OH-:18]>>[CH3:1][N:2]([CH3:3])[CH2:4][CH2:5][O:6][c:7]1[cH:8][c:9]([C:10](=[O:11])[OH:12])[cH:14][cH:15][c:16]1[I:17].